Dataset: the Open Reaction Database (ORD), a public repository of structured organic reaction records. Task: describe an organic reaction: reactants, conditions, products, and yield Starting materials: Cl.N1=CC=C(C=C1)C(N)=N (pyridine-4-carboximidamide hydrochloride), ClC(Cl)(Cl)S (perchloromethyl mercaptan), [OH-].[Na+] (sodium hydroxide). Solvent: ClCCl (dichloromethane), O (water). The product is ClC1=NC(=NS1)C1=CC=NC=C1 (4-(5-Chloro-1,2,4-thiadiazol-3-yl)pyridine). The yield is 6.0%. RXN SMILES: Cl.[N:2]1[CH:7]=[CH:6][C:5]([C:8](=[NH:10])[NH2:9])=[CH:4][CH:3]=1.[Cl:11][C:12]([SH:15])(Cl)Cl.[OH-].[Na+]>ClCCl.O>[Cl:11][C:12]1[S:15][N:9]=[C:8]([C:5]2[CH:6]=[CH:7][N:2]=[CH:3][CH:4]=2)[N:10]=1 |f:0.1,3.4|. Reported procedure: To a solution of pyridine-4-carboximidamide hydrochloride (2.00 g, 12.7 mmol) and perchloromethyl mercaptan (1.75 ml, 16.3 mmol) in dichloromethane (40 ml) was added dropwise a solution of sodium hydroxide (3.26 g, 81.5 mmol) in water (6 ml) under ice-cooling. Then, the reaction mixture was stirred under ice-cooling for 1 hour and at room temperature for 1 hour. The organic layer was separated, washed with water, and then dried over anhydrous magnesium sulfate. The solvent was distilled off unde... Reactants: CN1C=C(C2=CC=CC=C12)C(=O)C1CC2=C(N=CN2)CC1 (5-[(1-methylindol-3-yl)carbonyl]-4,5,6,7-tetrahydrobenzimidazole), C(C1=CC=CC=C1)(=O)C(C(C(=O)O)(O)C(C1=CC=CC=C1)=O)(O)C(=O)O ((+)-dibenzoyltartaric acid). Run in CO (methanol), CO (methanol). The product is C(C1=CC=CC=C1)(=O)C(C(C(=O)O)(O)C(C1=CC=CC=C1)=O)(O)C(=O)O.CN1C=C(C2=CC=CC=C12)C(=O)[C@H]1CC2=C(N=CN2)CC1 ((R)-(-)-5-[(1-methylindol-3-yl)carbonyl]-4,5,6,7-tetrahydrobenzimidazole (+)-dibenzoyltartarate). Yield: 17.2%. As a reaction SMILES: [CH3:1][N:2]1[C:10]2[C:5](=[CH:6][CH:7]=[CH:8][CH:9]=2)[C:4]([C:11]([CH:13]2[CH2:21][CH2:20][C:16]3[N:17]=[CH:18][NH:19][C:15]=3[CH2:14]2)=[O:12])=[CH:3]1.[C:22]([C:30]([C:45]([OH:47])=[O:46])([OH:44])[C:31]([C:36](=[O:43])[C:37]1[CH:42]=[CH:41][CH:40]=[CH:39][CH:38]=1)([OH:35])[C:32]([OH:34])=[O:33])(=[O:29])[C:23]1[CH:28]=[CH:27][CH:26]=[CH:25][CH:24]=1>CO>[C:36]([C:31]([C:32]([OH:34])=[O:33])([OH:35])[C:30]([C:22](=[O:29])[C:23]1[CH:28]=[CH:27][CH:26]=[CH:25][CH:24]=1)([OH:44])[C:45]([OH:47])=[O:46])(=[O:43])[C:37]1[CH:42]=[CH:41][CH:40]=[CH:39][CH:38]=1.[CH3:1][N:2]1[C:10]2[C:5](=[CH:6][CH:7]=[CH:8][CH:9]=2)[C:4]([C:11]([C@@H:13]2[CH2:21][CH2:20][C:16]3[N:17]=[CH:18][NH:19][C:15]=3[CH2:14]2)=[O:12])=[CH:3]1 |f:3.4|. Procedure: In 60 ml of methanol was added 5.87 g of 5-[(1-methylindol-3-yl)carbonyl]-4,5,6,7-tetrahydrobenzimidazole obtained in Example 41, and a solution of 7.52 g of (+)-dibenzoyltartaric acid in 240 ml of methanol was added thereto to once form a clear solution. On leaving the solution to stand at room temperature for one night, there were precipitated crystals, which were collected by filtration and recrystallized three times from dimethylformamide/water to obtain 2.30 g of (R)-(-)-5-[(1-methylindol-3... Starting materials: OC1(CCNC(CC1)=O)C=1SC(=CN1)C=1C=C(C=C(C1)C)N(C(OC(C)(C)C)=O)C1=NC=CC(=N1)C(F)(F)F (tert-butyl {3-[2-(4-hydroxy-7-oxoazepan-4-yl)-1,3-thiazol-5-yl]-5-methylphenyl}[4-(trifluoromethyl)pyrimidin-2-yl]carbamate), BrCCO[Si](C)(C)C(C)(C)C ((2-bromoethoxy)-tert-butyldimethylsilane), [H-].[Na+] (sodium hydride). Run in CN(C)C=O (DMF). Conditions: temperature 125 celsius. Yields the product OCCOC1(CCNC(CC1)=O)C=1SC(=CN1)C=1C=C(C=C(C1)C)N(C(OC(C)(C)C)=O)C1=NC=CC(=N1)C(F)(F)F (tert-butyl (3-{2-[4-(2-hydroxyethoxy)-7-oxoazepan-4-yl]-1,3-thiazol-5-yl}-5-methylphenyl)[4-(trifluoromethyl)pyrimidin-2-yl]carbamate). Yield: 46.1%. As a reaction SMILES: [H-].[Na+].[OH:3][C:4]1([C:12]2[S:13][C:14]([C:17]3[CH:18]=[C:19]([N:24]([C:32]4[N:37]=[C:36]([C:38]([F:41])([F:40])[F:39])[CH:35]=[CH:34][N:33]=4)[C:25](=[O:31])[O:26][C:27]([CH3:30])([CH3:29])[CH3:28])[CH:20]=[C:21]([CH3:23])[CH:22]=3)=[CH:15][N:16]=2)[CH2:10][CH2:9][C:8](=[O:11])[NH:7][CH2:6][CH2:5]1.Br[CH2:43][CH2:44][O:45][Si](C(C)(C)C)(C)C>CN(C=O)C>[OH:45][CH2:44][CH2:43][O:3][C:4]1([C:12]2[S:13][C:14]([C:17]3[CH:18]=[C:19]([N:24]([C:32]4[N:37]=[C:36]([C:38]([F:40])([F:41])[F:39])[CH:35]=[CH:34][N:33]=4)[C:25](=[O:31])[O:26][C:27]([CH3:30])([CH3:29])[CH3:28])[CH:20]=[C:21]([CH3:23])[CH:22]=3)=[CH:15][N:16]=2)[CH2:10][CH2:9][C:8](=[O:11])[NH:7][CH2:6][CH2:5]1 |f:0.1|. Procedure details: A flame dried microwave vessel was charged with a solution of sodium hydride (4.26 mg, 0.106 mmol, 2.0 equiv) in anhydrous DMF (1 ml). tert-butyl {3-[2-(4-hydroxy-7-oxoazepan-4-yl)-1,3-thiazol-5-yl]-5-methylphenyl}[4-(trifluoromethyl)pyrimidin-2-yl]carbamate (30 mg, 0.05 mmol) and (2-bromoethoxy)-tert-butyldimethylsilane (19.1 mg, 0.08 mmol, 1.5 equiv) were added, causing an exotherm and color change from tan to dark orange. This mixture was heated at 125° C. for 30 min. The resulting mixture of... Reactants: O (water), C[C@H](C1=CC=CC=C1)N (R-(+)-alpha methylbenzylamine), ClC1=CC=C2C=CC(=NC2=C1)/C=C/C=1C=C(C=CC1)C(C(=O)O)OCC ({3-[(E)-2-(7-Chloro-quinolin-2-yl)-vinyl]-phenyl}-ethoxy-acetic acid). Solvent: CC(=O)C (acetone). Conditions: time 16.5 hour. Product: ClC1=CC=C2C=CC(=NC2=C1)/C=C/C=1C=C(C=CC1)[C@H](C(=O)O)OCC ((R)-{3-[(E)-2-(7-Chloro-quinolin-2-yl)-vinyl]-phenyl}-ethoxy-acetic acid). As a reaction SMILES: [Cl:1][C:2]1[CH:11]=[C:10]2[C:5]([CH:6]=[CH:7][C:8](/[CH:12]=[CH:13]/[C:14]3[CH:15]=[C:16]([CH:20]([O:24][CH2:25][CH3:26])[C:21]([OH:23])=[O:22])[CH:17]=[CH:18][CH:19]=3)=[N:9]2)=[CH:4][CH:3]=1.O.C[C@@H](N)C1C=CC=CC=1>CC(C)=O>[Cl:1][C:2]1[CH:11]=[C:10]2[C:5]([CH:6]=[CH:7][C:8](/[CH:12]=[CH:13]/[C:14]3[CH:15]=[C:16]([C@@H:20]([O:24][CH2:25][CH3:26])[C:21]([OH:23])=[O:22])[CH:17]=[CH:18][CH:19]=3)=[N:9]2)=[CH:4][CH:3]=1. Reported procedure: To a stirred suspension of racemic ethoxy-acid 53 (100 g, 0.27 mol) in acetone:water mixture (9:1, 900 ml) was added a solution of R-(+)-alpha methylbenzylamine (35 ml, 0.27 mol) acetone:water (9:1, 100 ml) in a dropwise manner. The resulting mixture was stirred for 16-17 hours, filtered to separate the solid and neutralise with acetic acid. The process was repeated several times to get (−)-ethoxy acid 54 (18 g, 98-99% e.e by HPLC).